From a dataset of the Open Reaction Database (ORD), a public repository of structured organic reaction records. describe an organic reaction: reactants, conditions, products, and yield Starting materials: C(C)(C)N=C=O (isopropyl isocyanate), NC=1C=C(C=C(O)C1)O (5-aminoresorcinol). Run in O1CCOCC1 (dioxan), petroleum ether. Run at time 5 hour. The product is C(C)(C)NC(=O)NC1=CC(=CC(=C1)O)O (N-isopropyl-N'-(3,5-dihydroxyphenyl)-urea). RXN SMILES: [CH:1]([N:4]=[C:5]=[O:6])([CH3:3])[CH3:2].[NH2:7][C:8]1[CH:9]=[C:10]([OH:15])[CH:11]=[C:12]([CH:14]=1)[OH:13]>O1CCOCC1>[CH:1]([NH:4][C:5]([NH:7][C:8]1[CH:9]=[C:10]([OH:15])[CH:11]=[C:12]([OH:13])[CH:14]=1)=[O:6])([CH3:3])[CH3:2]. Procedure details: 52 ml (0.53 mole) of isopropyl isocyanate are added dropwise over a period of 20 minutes to a solution of 62.5 g (0.5 mole) of 5-aminoresorcinol in 1000 ml of dioxan, the internal temperature rising to 35° C. The whole is subsequently stirred for 5 hours at room temperature and then 1000 ml of petroleum ether are added whereupon the title compound is precipitated in the form of fine crystals.